This data is from the Open Reaction Database (ORD), a public repository of structured organic reaction records. The task is: describe an organic reaction: reactants, conditions, products, and yield The reactants are COCCC(=O)Cl, CN(C)c1ccncc1, Nc1cccc2nc(NC3CCc4ccccc43)ccc12, c1ccncc1. The product is COCCC(=O)Nc1cccc2nc(NC3CCc4ccccc43)ccc12. RXN SMILES: [CH3:22][O:23][CH2:24][CH2:25][C:26](=[O:27])[Cl:28].[CH3:35][N:36]([CH3:37])[c:38]1[cH:39][cH:40][n:41][cH:42][cH:43]1.[CH:1]1([NH:10][c:11]2[n:12][c:13]3[cH:14][cH:15][cH:16][c:17]([NH2:21])[c:18]3[cH:19][cH:20]2)[CH2:2][CH2:3][c:4]2[cH:5][cH:6][cH:7][cH:8][c:9]21.[cH:29]1[cH:30][cH:31][n:32][cH:33][cH:34]1>>[CH:1]1([NH:10][c:11]2[n:12][c:13]3[cH:14][cH:15][cH:16][c:17]([NH:21][C:26]([CH2:25][CH2:24][O:23][CH3:22])=[O:27])[c:18]3[cH:19][cH:20]2)[CH2:2][CH2:3][c:4]2[cH:5][cH:6][cH:7][cH:8][c:9]21. Reactants: ClC1=C(C=C2C(C(=CN3C2=C1CC3C)C(=O)O)=O)F (9-chloro-8-fluoro-2-methyl-1,2-dihydro-6-oxo-pyrrolo[3,2,1-ij]quinoline-5-carboxylic acid), O=C1NCCNC1 (2-oxo-piperazine). The solvent is CN(P(N(C)C)(N(C)C)=O)C (hexamethylphosphoric triamide), CN(P(N(C)C)(N(C)C)=O)C (hexamethylphosphoric triamide). The product is O=C1CN(CCN1)C1=C(C=C2C(C(=CN3C2=C1CC3C)C(=O)O)=O)F (9-(3-oxo-1-piperazinyl)-8-fluoro-2-methyl-1,2-dihydro-6-oxo-pyrrolo[3,2,1-ij]quinoline-5-carboxylic acid). The yield is 32.6%. As a reaction SMILES: Cl[C:2]1[C:11]2[CH2:12][CH:13]([CH3:14])[N:9]3[C:10]=2[C:5]([C:6](=[O:18])[C:7]([C:15]([OH:17])=[O:16])=[CH:8]3)=[CH:4][C:3]=1[F:19].[O:20]=[C:21]1[CH2:26][NH:25][CH2:24][CH2:23][NH:22]1>CN(C)P(=O)(N(C)C)N(C)C>[O:20]=[C:21]1[NH:22][CH2:23][CH2:24][N:25]([C:2]2[C:11]3[CH2:12][CH:13]([CH3:14])[N:9]4[C:10]=3[C:5]([C:6](=[O:18])[C:7]([C:15]([OH:17])=[O:16])=[CH:8]4)=[CH:4][C:3]=2[F:19])[CH2:26]1. Procedure: A mixture of 6 g of 9-chloro-8-fluoro-2-methyl-1,2-dihydro-6-oxo-pyrrolo[3,2,1-ij]quinoline-5-carboxylic acid, 8.6 g of 2-oxo-piperazine and 60 ml of hexamethylphosphoric triamide was reacted at 140°-150° C. on an oil bath for 6 hours. After completion of reaction, hexamethylphosphoric triamide was distilled off and to the residue was added ethyl acetate to form crystals, which then were collected by filtration. The crystals thus obtained were recrystallized twice each from dimethylformamide to ... Starting materials: NC1=C2C=CN=CC2=CC=C1 (5-aminoisoquinoline), C(=O)(OC(C)(C)C)OC(=O)OC(=O)OC(C)(C)C (di-tert-butyl tricarbonate), FC(C=1C=CC(=NC1)N1C[C@@H](CC1)N)(F)F ((R)-1-(5-Trifluoromethylpyridin-2-yl)-pyrrolidin-3-ylamine). Solvent: C(Cl)Cl (DCM), C(Cl)Cl (DCM), C(Cl)Cl (DCM). Reaction conditions: time 0.3 hour. Yields the product C1=NC=CC2=C(C=CC=C12)NC(=O)N[C@H]1CN(CC1)C1=NC=C(C=C1)C(F)(F)F (N-(Isoquinol-5-yl)-N′-[((R)-1-(5-trifluoromethyl-2-pyridyl)pyrrolidin-3-yl)]urea). As a reaction SMILES: [C:1](OC(OC(OC(C)(C)C)=O)=O)(OC(C)(C)C)=[O:2].[F:19][C:20]([F:34])([F:33])[C:21]1[CH:22]=[CH:23][C:24]([N:27]2[CH2:31][CH2:30][C@@H:29]([NH2:32])[CH2:28]2)=[N:25][CH:26]=1.[NH2:35][C:36]1[CH:45]=[CH:44][CH:43]=[C:42]2[C:37]=1[CH:38]=[CH:39][N:40]=[CH:41]2>C(Cl)Cl>[CH:41]1[C:42]2[C:37](=[C:36]([NH:35][C:1]([NH:32][C@@H:29]3[CH2:30][CH2:31][N:27]([C:24]4[CH:23]=[CH:22][C:21]([C:20]([F:19])([F:33])[F:34])=[CH:26][N:25]=4)[CH2:28]3)=[O:2])[CH:45]=[CH:44][CH:43]=2)[CH:38]=[CH:39][N:40]=1. Procedure: To a solution of di-tert-butyl tricarbonate, (0.681 g, 2.595 mmol), in dry DCM (1 ml) was added a solution of D2, (0.5 g, 2.162 mmol) in dry DCM (1 ml) in one portion. After the initial effervescence, the solution was stirred at room temperature for 0.3 h. A solution of 5-aminoisoquinoline, (0.312 g, 2.162 mmol) in dry DCM (1 ml) was added. The reaction mixture was stirred at room temperature overnight. The resultant precipitate was removed by centrifugation, and the solid washed with ether and ... Reactants: C#Cc1cccc(-c2cccnc2F)c1, I[Cu]I, FCCn1cc(I)cn1, CN(C)C=O. Product: FCCn1cc(C#Cc2cccc(-c3cccnc3F)c2)cn1. RXN SMILES: [C:10](#[CH:11])[c:12]1[cH:13][c:14](-[c:18]2[c:19]([F:24])[n:20][cH:21][cH:22][cH:23]2)[cH:15][cH:16][cH:17]1.[Cu:30]([I:31])[I:32].[F:1][CH2:2][CH2:3][n:4]1[n:5][cH:6][c:7]([I:9])[cH:8]1.[O:25]=[CH:26][N:27]([CH3:28])[CH3:29]>>[F:1][CH2:2][CH2:3][n:4]1[n:5][cH:6][c:7]([C:11]#[C:10][c:12]2[cH:13][c:14](-[c:18]3[c:19]([F:24])[n:20][cH:21][cH:22][cH:23]3)[cH:15][cH:16][cH:17]2)[cH:8]1. The reactants are solid, Cl.O1COC2=C1C=CC=C2C2CCN(CC2)CC[C@@H]2CC[C@H](CC2)N (Trans-4-[2-(4-Benzo[1,3]dioxol-4-yl-piperidin-1-yl)-ethyl]-cyclohexylamine hydrochloride), Cl.O1COC2=C1C=CC=C2C2CCN(CC2)CC[C@@H]2CC[C@H](CC2)N (Trans-4-[2-(4-Benzo[1,3]dioxol-4-yl-piperidin-1-yl)-ethyl]-cyclohexylamine hydrochloride), OC1(CCCCC1)CC(=O)O (2-(1-hydroxycyclohexyl)acetic acid). Product: O1COC2=C1C=CC=C2C2CCN(CC2)CC[C@@H]2CC[C@H](CC2)NC(CC2(CCCCC2)O)=O (Trans-N-{4-[2-(4-Benzo[1,3]dioxol-4-yl-piperidin-1-yl)-ethyl]-cyclohexyl}-2-(1-hydroxy-cyclohexyl)-acetamide). As a reaction SMILES: Cl.[O:2]1[C:6]2[CH:7]=[CH:8][CH:9]=[C:10]([CH:11]3[CH2:16][CH2:15][N:14]([CH2:17][CH2:18][C@H:19]4[CH2:24][CH2:23][C@H:22]([NH2:25])[CH2:21][CH2:20]4)[CH2:13][CH2:12]3)[C:5]=2[O:4][CH2:3]1.[OH:26][C:27]1([CH2:33][C:34](O)=[O:35])[CH2:32][CH2:31][CH2:30][CH2:29][CH2:28]1>>[O:2]1[C:6]2[CH:7]=[CH:8][CH:9]=[C:10]([CH:11]3[CH2:16][CH2:15][N:14]([CH2:17][CH2:18][C@H:19]4[CH2:20][CH2:21][C@H:22]([NH:25][C:34](=[O:35])[CH2:33][C:27]5([OH:26])[CH2:32][CH2:31][CH2:30][CH2:29][CH2:28]5)[CH2:23][CH2:24]4)[CH2:13][CH2:12]3)[C:5]=2[O:4][CH2:3]1 |f:0.1|. Procedure details: The title compound, light yellow solid (21.3 mg, 64.7%), MS (ISP) m/z=471.5[(M+H)+], was prepared in accordance with the general method of example 1 from Trans-4-[2-(4-Benzo[1,3]dioxol-4-yl-piperidin-1-yl)-ethyl]-cyclohexylamine hydrochloride (intermediate A) (25.7 mg, 0.07 mmol) and 2-(1-hydroxycyclohexyl)acetic acid